Dataset: the Open Reaction Database (ORD), a public repository of structured organic reaction records. Task: describe an organic reaction: reactants, conditions, products, and yield Starting materials: BrCC=1C=C(OC2=NC=NC(=C2C(C(=O)OC)=COC)OC)C=CC1 (Methyl α-[4-(3-bromomethylphenoxy)-6-methoxy-5-pyrimidinyl]-β-methoxyacrylate), OC1=C(C#N)C=CC=C1 (o-hydroxybenzonitril), C([O-])([O-])=O.[K+].[K+] (potassium carbonate). Solvent: CN(C=O)C (dimethylformamide). The yield is 86.0%. Reported procedure: Methyl α-[4-(3-bromomethylphenoxy)-6-methoxy-5-pyrimidinyl]-β-methoxyacrylate (3.2 g, 7.8 mmol), o-hydroxybenzonitril (0.93 g, 7.8 mmol) and potassium carbonate (2.1 g, 15 mmol) are stirred in dimethylformamide (20 ml) for 4 hours at room temperature. Dilution with ether, washing with brine, drying (MgSO4) and chromatography on silicagel (eluent: hexane/ethyl acetate 1:1) gives methyl α-[4-(3-(2-cyanophenoxymethyl)-phenoxy)-6-methoxy-pyrimidin-5-yl]-β-methoxyacrylate as a colorless solid (3.0 g)... As a reaction SMILES: Br[CH2:2][C:3]1[CH:4]=[C:5]([CH:23]=[CH:24][CH:25]=1)[O:6][C:7]1[C:12]([C:13](=[CH:18][O:19][CH3:20])[C:14]([O:16][CH3:17])=[O:15])=[C:11]([O:21][CH3:22])[N:10]=[CH:9][N:8]=1.[OH:26][C:27]1[CH:34]=[CH:33][CH:32]=[CH:31][C:28]=1[C:29]#[N:30].C(=O)([O-])[O-].[K+].[K+]>CN(C)C=O>[C:29]([C:28]1[CH:31]=[CH:32][CH:33]=[CH:34][C:27]=1[O:26][CH2:2][C:3]1[CH:4]=[C:5]([CH:23]=[CH:24][CH:25]=1)[O:6][C:7]1[C:12]([C:13](=[CH:18][O:19][CH3:20])[C:14]([O:16][CH3:17])=[O:15])=[C:11]([O:21][CH3:22])[N:10]=[CH:9][N:8]=1)#[N:30] |f:2.3.4|. Product: C(#N)C1=C(OCC=2C=C(OC3=NC=NC(=C3C(C(=O)OC)=COC)OC)C=CC2)C=CC=C1 (methyl α-[4-(3-(2-cyanophenoxymethyl)-phenoxy)-6-methoxy-pyrimidin-5-yl]-β-methoxyacrylate).